This data is from the Open Reaction Database (ORD), a public repository of structured organic reaction records. The task is: describe an organic reaction: reactants, conditions, products, and yield The reactants are ClC1=CC=C2C(C(NC2=C1)=O)=O (6-chloroisatin), O.NN (hydrazine hydrate), [O-]CC.[Na+] (sodium ethoxide). Run in C(C)O (ethanol). The product is ClC1=CC=C2CC(NC2=C1)=O (6-chloro-2-oxindole). Isolated yield 42.5%. RXN SMILES: [Cl:1][C:2]1[CH:10]=[C:9]2[C:5]([C:6](=O)[C:7](=[O:11])[NH:8]2)=[CH:4][CH:3]=1.O.NN.[O-]CC.[Na+]>C(O)C>[Cl:1][C:2]1[CH:10]=[C:9]2[C:5]([CH2:6][C:7](=[O:11])[NH:8]2)=[CH:4][CH:3]=1 |f:1.2,3.4|. Procedure: Reaction of 36.2 g of 6-chloroisatin with hydrazine hydrate followed by sodium ethoxide in ethanol, substantially according to C above, afforded 14.2 g of 6-chloro-2-oxindole, m.p. 196°-198° C. Reactants: CN(C)C=O, CCOC(C)=O, ClCCl, O=S(=O)(OC1=CCCCC1)C(F)(F)F, [Na+], [Na+], O=C([O-])[O-], Cc1cc(C(=O)N2Cc3cccn3Cc3ccccc32)ccc1B1OC(C)(C)C(C)(C)O1. Yields the product Cc1cc(C(=O)N2Cc3cccn3Cc3ccccc32)ccc1C1=CCCCC1. RXN SMILES: [CH3:56][N:57]([CH3:58])[CH:59]=[O:60].[CH3:61][CH2:62][O:63][C:64](=[O:65])[CH3:66].[Cl:47][CH2:48][Cl:49].[F:33][C:34]([F:35])([F:36])[S:37]([O:38][C:39]1=[CH:40][CH2:41][CH2:42][CH2:43][CH2:44]1)(=[O:45])=[O:46].[Na+:50].[Na+:51].[O-:52][C:53](=[O:54])[O-:55].[cH:1]1[cH:2][cH:3][n:4]2[c:5]1[CH2:6][N:7]([C:15](=[O:16])[c:17]1[cH:18][c:19]([CH3:32])[c:20]([B:23]3[O:24][C:25]([CH3:26])([CH3:27])[C:28]([CH3:29])([CH3:30])[O:31]3)[cH:21][cH:22]1)[c:8]1[c:9]([cH:11][cH:12][cH:13][cH:14]1)[CH2:10]2>>[cH:1]1[cH:2][cH:3][n:4]2[c:5]1[CH2:6][N:7]([C:15](=[O:16])[c:17]1[cH:18][c:19]([CH3:32])[c:20]([C:39]3=[CH:40][CH2:41][CH2:42][CH2:43][CH2:44]3)[cH:21][cH:22]1)[c:8]1[c:9]([cH:11][cH:12][cH:13][cH:14]1)[CH2:10]2. Reactants: CC(C)(C)OC(=O)N1CCC(Cc2csc(Nc3ncc(Br)cc3Oc3ccccc3)n2)C1=O, ClCCl, Cl. The product is O=C1NCCC1Cc1csc(Nc2ncc(Br)cc2Oc2ccccc2)n1. RXN SMILES: [Br:1][c:2]1[cH:3][c:4]([O:28][c:29]2[cH:30][cH:31][cH:32][cH:33][cH:34]2)[c:5]([NH:8][c:9]2[s:10][cH:11][c:12]([CH2:14][CH:15]3[C:16](=[O:27])[N:17]([C:20]([O:21][C:22]([CH3:23])([CH3:24])[CH3:25])=[O:26])[CH2:18][CH2:19]3)[n:13]2)[n:6][cH:7]1.[Cl:36][CH2:37][Cl:38].[ClH:35]>>[Br:1][c:2]1[cH:3][c:4]([O:28][c:29]2[cH:30][cH:31][cH:32][cH:33][cH:34]2)[c:5]([NH:8][c:9]2[s:10][cH:11][c:12]([CH2:14][CH:15]3[C:16](=[O:27])[NH:17][CH2:18][CH2:19]3)[n:13]2)[n:6][cH:7]1. Reaction SMILES: [C:6]([CH:7]=[O:8])(=[O:9])[OH:10].[CH3:11][C:12](=[O:13])[CH3:14].[CH3:1][C:2]([NH2:3])=[O:4].[OH2:5]>>[CH3:1][C:2]([NH:3][CH:7]([C:6](=[O:9])[OH:10])[OH:8])=[O:4]. Starting materials: O=CC(=O)O, CC(C)=O, CC(N)=O, O. Product: CC(=O)NC(O)C(=O)O. The reactants are C1(=CC=CC=C1)C1CCN(CC1)C1=CC=C(C=C1)S(=O)(=O)NCC(=O)N (2-[4-(4-phenyl-piperidin-1-yl)-benzenesulfonylamino]-acetamide), CO.O1CCCC1 (methanol tetrahydrofuran). The reagents and catalysts are catalyst, [Pd] (palladium on barium sulfate). Solvent: C(Cl)(Cl)Cl.CO (chloroform methanol). Conditions: time 10 hour. Yields the product ONC(CNS(=O)(=O)C1=CC=C(C=C1)N1CCC(CC1)C1=CC=CC=C1)=O (N-Hydroxy-2-[4-(4-phenyl-piperidin-1-yl)-benzenesulfonylamino]-acetamide). RXN SMILES: [C:1]1([CH:7]2[CH2:12][CH2:11][N:10]([C:13]3[CH:18]=[CH:17][C:16]([S:19]([NH:22][CH2:23][C:24]([NH2:26])=[O:25])(=[O:21])=[O:20])=[CH:15][CH:14]=3)[CH2:9][CH2:8]2)[CH:6]=[CH:5][CH:4]=[CH:3][CH:2]=1.CO.[O:29]1CCCC1>C(Cl)(Cl)Cl.CO.[Pd]>[OH:29][NH:26][C:24](=[O:25])[CH2:23][NH:22][S:19]([C:16]1[CH:17]=[CH:18][C:13]([N:10]2[CH2:11][CH2:12][CH:7]([C:1]3[CH:6]=[CH:5][CH:4]=[CH:3][CH:2]=3)[CH2:8][CH2:9]2)=[CH:14][CH:15]=1)(=[O:20])=[O:21] |f:1.2,3.4|. Procedure: A room temperature mixture of N-[phenyl-methyl)oxy]-2-[4-(4-phenyl-piperidin-1-yl)-benzenesulfonylamino]-acetamide (0.1115 g, 0.0002325 mol) in methanol-tetrahydrofuran (1:1, 25 mL) was hydrogenated at 50 p.s.i. over 5% palladium on barium sulfate (0.018 g) for approximately 10 hours Additional catalyst (0.020 g) was added, and the mixture hydrogenated again for approximately 10 hours. The mixture was filtered through celite, and the filtrate was rotary evaporated to give a glaze. The glaze was ...